The task is: describe an organic reaction: reactants, conditions, products, and yield. This data is from the Open Reaction Database (ORD), a public repository of structured organic reaction records. The reactants are [N+](=O)([O-])C=1C=C(C=CC1)C1=NOC(C1)CCC=O (3-[3-(3-Nitrophenyl)-4,5-dihydroisoxazol-5-yl] propanal), C(C)(C)N(CC)C(C)C (diisopropylethylamine), Cl.COC1=C(C=CC=C1)N1CCNCC1 (1-(2-methoxyphenyl)piperazine hydrochloride), [BH-](OC(=O)C)(OC(=O)C)OC(=O)C.[Na+] (NaBH(OAc)3). Run in C(Cl)Cl (methylene chloride). The product is COC1=C(C=CC=C1)N1CCN(CC1)CCCC1CC(=NO1)C1=CC(=CC=C1)[N+](=O)[O-] (1-(2-Methoxyphenyl)-4-{3-[3-(3-nitrophenyl)-4,5-dihydroisoxazol-5-yl]propyl}piperazine). Isolated yield 84.5%. As a reaction SMILES: [N+:1]([C:4]1[CH:5]=[C:6]([C:10]2[CH2:14][CH:13]([CH2:15][CH2:16][CH:17]=O)[O:12][N:11]=2)[CH:7]=[CH:8][CH:9]=1)([O-:3])=[O:2].Cl.[CH3:20][O:21][C:22]1[CH:27]=[CH:26][CH:25]=[CH:24][C:23]=1[N:28]1[CH2:33][CH2:32][NH:31][CH2:30][CH2:29]1.[BH-](OC(C)=O)(OC(C)=O)OC(C)=O.[Na+].C(N(C(C)C)CC)(C)C>C(Cl)Cl>[CH3:20][O:21][C:22]1[CH:27]=[CH:26][CH:25]=[CH:24][C:23]=1[N:28]1[CH2:33][CH2:32][N:31]([CH2:17][CH2:16][CH2:15][CH:13]2[O:12][N:11]=[C:10]([C:6]3[CH:7]=[CH:8][CH:9]=[C:4]([N+:1]([O-:3])=[O:2])[CH:5]=3)[CH2:14]2)[CH2:30][CH2:29]1 |f:1.2,3.4|. Procedure: 3-[3-(3-Nitrophenyl)-4,5-dihydroisoxazol-5-yl] propanal (23.8 mg, 0.096 mmol), 1-(2-methoxyphenyl)piperazine hydrochloride (20.0 mg, 0.087 mmol), molecular sieve (5 beads), NaBH(OAc)3 (55.5 mg, 0.262 mmol) and diisopropylethylamine. (26.9 L, 0.087 mmol) were reacted in 3 mL of methylene chloride for about 12 hr. With the following processes the same as in Example 1, 31.2 mg (78.6%) of the target compound was obtained. Starting materials: C(C(C)C)N([C@@H](CCCCNC(CI)=O)C(=O)O)S(=O)(=O)C1=CC=C(C=C1)C (Nα-isobutyl-Nα-(4-methylbenzenesulfonyl)-Nε-iodoacetyl-L-lysine), NC1=CC=NC=C1 (4-aminopyridine), CCN(C(C)C)C(C)C (DIEA). Product: CC1=CC=C(C=C1)S(=O)(=O)N(CC(C)C)[C@@H](CCCCNC(=O)CNC2=CC=NC=C2)C(=O)O (Nα-isobutyl-Nα-(4-methylbenzenesulfonyl)-Nε-[N′α-(4-pyridyl)glycyl]-L-lysine), solid. The yield is 28.0%. RXN SMILES: [CH2:1]([N:5]([S:19]([C:22]1[CH:27]=[CH:26][C:25]([CH3:28])=[CH:24][CH:23]=1)(=[O:21])=[O:20])[C@H:6]([C:16]([OH:18])=[O:17])[CH2:7][CH2:8][CH2:9][CH2:10][NH:11][C:12](=[O:15])[CH2:13]I)[CH:2]([CH3:4])[CH3:3].CCN(C(C)C)C(C)C.[NH2:38][C:39]1[CH:44]=[CH:43][N:42]=[CH:41][CH:40]=1>>[CH3:28][C:25]1[CH:26]=[CH:27][C:22]([S:19]([N:5]([C@H:6]([C:16]([OH:18])=[O:17])[CH2:7][CH2:8][CH2:9][CH2:10][NH:11][C:12]([CH2:13][NH:38][C:39]2[CH:44]=[CH:43][N:42]=[CH:41][CH:40]=2)=[O:15])[CH2:1][CH:2]([CH3:4])[CH3:3])(=[O:21])=[O:20])=[CH:23][CH:24]=1. Reported procedure: The title compound was prepared from Nα-isobutyl-Nα-(4-methylbenzenesulfonyl)-Nε-iodoacetyl-L-lysine (150 mg, 0.29 mmol, example 105, step B) by following the indications of general procedure H using DIEA (0.10 mL, 0.57 mmol) and 4-aminopyridine (76 mg, 0.59 mmol). The crude material was purified by preparative HPLC. The product was isolated as a solid (39 mg, 28% yield). Reactants: CN1CC(CCC1)(NC(=O)C=1OC(=CC1)CCC1=CC=CC=C1)CC(=O)OC (methyl 2-(1-methyl-3-(5-phenethyl-furan-2-carboxamido)piperidin-3-yl)acetate), CI (methyl iodide). Yields the product [I-].COC(CC1(C[N+](CCC1)(C)C)NC(=O)C=1OC(=CC1)CCC1=CC=CC=C1)=O (3-(2-methoxy-2-oxoethyl)-1,1-dimethyl-3-(5-phenethylfuran-2-carboxamido)-piperidinium iodide). As a reaction SMILES: [CH3:1][N:2]1[CH2:7][CH2:6][CH2:5][C:4]([CH2:24][C:25]([O:27][CH3:28])=[O:26])([NH:8][C:9]([C:11]2[O:12][C:13]([CH2:16][CH2:17][C:18]3[CH:23]=[CH:22][CH:21]=[CH:20][CH:19]=3)=[CH:14][CH:15]=2)=[O:10])[CH2:3]1.[CH3:29][I:30]>>[I-:30].[CH3:28][O:27][C:25](=[O:26])[CH2:24][C:4]1([NH:8][C:9]([C:11]2[O:12][C:13]([CH2:16][CH2:17][C:18]3[CH:23]=[CH:22][CH:21]=[CH:20][CH:19]=3)=[CH:14][CH:15]=2)=[O:10])[CH2:5][CH2:6][CH2:7][N+:2]([CH3:29])([CH3:1])[CH2:3]1 |f:2.3|. Reported procedure: According to the method described in example 2a, methyl 2-(1-methyl-3-(5-phenethyl-furan-2-carboxamido)piperidin-3-yl)acetate was reacted with methyl iodide to give the title compound as a white solid (quantitative). MS ESI 399.2 [M]+, calcd for [C23H31N2O4]+ 399.21. Starting materials: Cl (hydrochloric acid), C(C)C(C(=O)NCC1=CC=CC=C1)C(=O)N (ethyl N-benzylmalonamide), CN(C=O)C (N,N-dimethylformamide), C(CCCCCCC)N (n-octylamine). Run in C1(=CC=CC=C1)C (toluene). The product is C(CCCCCCC)NC(CC(=O)NCC1=CC=CC=C1)=O (N-n-octyl-N'-benzylmalonamide). Yield: 0.1%. RXN SMILES: C([CH:3]([C:14]([NH2:16])=[O:15])[C:4]([NH:6][CH2:7][C:8]1[CH:13]=[CH:12][CH:11]=[CH:10][CH:9]=1)=[O:5])C.[CH2:17](N)[CH2:18][CH2:19][CH2:20][CH2:21][CH2:22][CH2:23][CH3:24].CN(C)C=O.Cl>C1(C)C=CC=CC=1>[CH2:17]([NH:16][C:14](=[O:15])[CH2:3][C:4]([NH:6][CH2:7][C:8]1[CH:9]=[CH:10][CH:11]=[CH:12][CH:13]=1)=[O:5])[CH2:18][CH2:19][CH2:20][CH2:21][CH2:22][CH2:23][CH3:24]. Reported procedure: A solution of 1.1 g (5.0 mol) of ethyl N-benzylmalonamide in 30 mL of toluene was heated to reflux under nitrogen and 1.29 g (10.0 mol) of n-octylamine was added. The reaction was heated to reflux for 5 h and 5 mL of N,N-dimethylformamide was added. This mixture was kept at reflux for 12 h and poured into 5% aqueous hydrochloric acid. the organic layer was washed with saturated aqueous sodium bicarbonate, water, brine, and dried over magnesium sulfate. Filtration and removal of solvents afforded... Reactants: COCCc1ccccc1OCC1CO1, CO, CC(C)(N)CSc1ccc(Cl)nn1. Yields the product COCCc1ccccc1OCC(O)CNC(C)(C)CSc1ccc(Cl)nn1. As a reaction SMILES: [CH3:14][O:15][CH2:16][CH2:17][c:18]1[c:19]([O:20][CH2:21][CH:22]2[CH2:23][O:24]2)[cH:25][cH:26][cH:27][cH:28]1.[CH3:29][OH:30].[NH2:1][C:2]([CH2:3][S:4][c:5]1[n:6][n:7][c:8]([Cl:11])[cH:9][cH:10]1)([CH3:12])[CH3:13]>>[NH:1]([C:2]([CH2:3][S:4][c:5]1[n:6][n:7][c:8]([Cl:11])[cH:9][cH:10]1)([CH3:12])[CH3:13])[CH2:23][CH:22]([CH2:21][O:20][c:19]1[c:18]([CH2:17][CH2:16][O:15][CH3:14])[cH:28][cH:27][cH:26][cH:25]1)[OH:24]. The reactants are C1(=CC=CC=C1)S(=O)(=O)C1=CC=C(C=C1)C(C)=O (4'-(phenylsulfonyl)acetophenone), C[Si](C)(C)[N-][Si](C)(C)C.[Li+] (lithium bis(trimethylsilyl)amide), Cl[Si](C)(C)C (chlorotrimethylsilane), diethyl ester, C1(=CC=CC=C1)CCSC(C(=O)O)C(=O)O ([(2-phenylethyl)thio]propanedioic acid). The solvent is C1CCOC1 (THF). Yields the product OC1=C(C(OC(=C1)C1=CC=C(C=C1)S(=O)(=O)C1=CC=CC=C1)=O)SCCC1=CC=CC=C1 (4-Hydroxy-3-[(2-phenylethyl)thio]-6-[4-(phenylsulfonyl)phenyl]-2H-pyran-2-one). RXN SMILES: [C:1]1([S:7]([C:10]2[CH:15]=[CH:14][C:13]([C:16](=[O:18])[CH3:17])=[CH:12][CH:11]=2)(=[O:9])=[O:8])[CH:6]=[CH:5][CH:4]=[CH:3][CH:2]=1.C[Si]([N-][Si](C)(C)C)(C)C.[Li+].Cl[Si](C)(C)C.[C:34]1([CH2:40][CH2:41][S:42][CH:43]([C:47](O)=[O:48])[C:44](O)=[O:45])[CH:39]=[CH:38][CH:37]=[CH:36][CH:35]=1>C1COCC1>[OH:48][C:47]1[CH:17]=[C:16]([C:13]2[CH:12]=[CH:11][C:10]([S:7]([C:1]3[CH:6]=[CH:5][CH:4]=[CH:3][CH:2]=3)(=[O:8])=[O:9])=[CH:15][CH:14]=2)[O:18][C:44](=[O:45])[C:43]=1[S:42][CH2:41][CH2:40][C:34]1[CH:35]=[CH:36][CH:37]=[CH:38][CH:39]=1 |f:1.2|. Procedure details: The title compound was prepared by Method A using 4'-(phenylsulfonyl)acetophenone (2.50 g, 9.61 mmol), lithium bis(trimethylsilyl)amide (2.41 g, 14.42 mmol), chlorotrimethylsilane (1.83 mL, 14.42 mmol), THF (96 mL), and diethyl ester of [(2-phenylethyl)thio]propanedioic acid (1.00 g, 3.37 mmol). m.p. 194-195° C.; 1H NMR (400 MHz, DMSO-d6) δ2.76 (t, 2 H), 3.01 (t, 2 H), 6.87 (s, 1 H), 7.19 (m, 5 H), 7.68 (m, 3 H), 8.04 (m, 6 H), 12.05 (bs, 1 H). The reactants are ClC(=O)OCC (ethyl chloroformate), C1=CC=CC=C1 (benzene), C1=CC=CC=C1 (benzene), C1(CC1)CN1C[C@@H]2[C@H](N(C=3C=CC=CC23)C2=CC=CC=C2)CC1 ((±)-trans-2-cyclopropylmethyl-2,3,4,4a,5,9b-hexahydro-5-phenyl-1H-pyrido[4,3-b]indole), [OH-].[K+] (KOH). Solvent: C(CCC)O (n-butanol). Run at time 1 hour. The product is C1(=CC=CC=C1)N1[C@H]2[C@H](C=3C=CC=CC13)CNCC2 ((±)-trans-2,3,4,4a,5,9b-hexahydro-5-phenyl-1H-pyrido[4,3-b]indole). As a reaction SMILES: ClC(OCC)=O.C1C=CC=CC=1.C1(C[N:17]2[CH2:35][CH2:34][C@H:20]3[N:21]([C:28]4[CH:33]=[CH:32][CH:31]=[CH:30][CH:29]=4)[C:22]4[CH:23]=[CH:24][CH:25]=[CH:26][C:27]=4[C@@H:19]3[CH2:18]2)CC1.[OH-].[K+]>C(O)CCC>[C:28]1([N:21]2[C:22]3[CH:23]=[CH:24][CH:25]=[CH:26][C:27]=3[C@@H:19]3[CH2:18][NH:17][CH2:35][CH2:34][C@@H:20]23)[CH:29]=[CH:30][CH:31]=[CH:32][CH:33]=1 |f:3.4|. Procedure: A solution of ethyl chloroformate (22 g., 0.2 mole) in 100 ml. dry benzene was added to a solution of (±)-trans-2-cyclopropylmethyl-2,3,4,4a,5,9b-hexahydro-5-phenyl-1H-pyrido[4,3-b]indole (16 g. crude material, prepared as described above, 0.047 moles in theory) in 400 ml. anhydrous benzene with stirring. The resulting mixture was refluxed for three hours. As the mixture was refluxing, a whitish solid precipitated. After refluxing, the mixture was cooled and filtered to remove the precipitate, t... Starting materials: ClCC=O (chloroacetaldehyde), NC=1C=NC(=CC1)Cl (3-amino-6-chloro-pyridine), C(C)O (ethanol). Product: ClC=1C=CC=2N(C1)C=CN2 (6-chloro-imidazo[1,2-a]pyridine). As a reaction SMILES: [Cl:1][CH2:2][CH:3]=O.[NH2:5][C:6]1[CH:7]=[N:8][C:9](Cl)=[CH:10]C=1.[CH2:13](O)C>>[Cl:1][C:2]1[CH:3]=[CH:10][C:9]2[N:5]([CH:6]=[CH:7][N:8]=2)[CH:13]=1. Procedure details: To a solution of 50% aq. chloroacetaldehyde (1.1 eq, 291 mmol, 37 ml) in ethanol (700 ml) is added 3-amino-6-chloro-pyridine (1 eq, 264 mmol, 34 g) at room temperature. The reaction mixture is refluxed for 3 hours. The solvent is removed in vacuo and the crude product is dissolved in water (400 ml). The aqueous solution is treated with sodium bicarbonate to pH=8 and extracted with dcm (3×250 ml), the organic layer is dried (MgSO4) and evaporated to give a brown solid (39.2 g) 6-chloro-imidazo[1,... The reactants are [BH4-], CCO, NC1CCCc2ccccc21, [Na+], O=Cc1cccc(Oc2ccncc2)c1. The product is c1cc(CNC2CCCc3ccccc32)cc(Oc2ccncc2)c1. Reaction SMILES: [BH4-:27].[CH3:29][CH2:30][OH:31].[CH:16]1([NH2:26])[CH2:17][CH2:18][CH2:19][c:20]2[cH:21][cH:22][cH:23][cH:24][c:25]21.[Na+:28].[n:1]1[cH:2][cH:3][c:4]([O:7][c:8]2[cH:9][c:10]([CH:11]=[O:12])[cH:13][cH:14][cH:15]2)[cH:5][cH:6]1>>[n:1]1[cH:2][cH:3][c:4]([O:7][c:8]2[cH:9][c:10]([CH2:11][NH:26][CH:16]3[CH2:17][CH2:18][CH2:19][c:20]4[cH:21][cH:22][cH:23][cH:24][c:25]43)[cH:13][cH:14][cH:15]2)[cH:5][cH:6]1. Reactants: C(CCC)NC(=O)NC(=O)N (n-butylbiuret), CNC(=O)NC(=O)N (methylbiuret). The product is C(CCC)N1C(=O)NC(=O)N=C1 (1-n-butyl-5-azauracil). Yield: 92.0%. Reaction SMILES: [CH2:1]([NH:5][C:6]([NH:8][C:9]([NH2:11])=[O:10])=[O:7])[CH2:2][CH2:3][CH3:4].[CH3:12]NC(NC(N)=O)=O>>[CH2:1]([N:5]1[CH:12]=[N:11][C:9](=[O:10])[NH:8][C:6]1=[O:7])[CH2:2][CH2:3][CH3:4]. Reported procedure: Following the procedure described in Preparation 2, Part B, above, but substituting the n-butylbiuret prepared in Part A, above, for the methylbiuret, there is prepared 60 gm. (92% yield) of 1-n-butyl-5-azauracil.